This data is from the Open Reaction Database (ORD), a public repository of structured organic reaction records. The task is: describe an organic reaction: reactants, conditions, products, and yield RXN SMILES: [CH3:1][N:2]1[C:6]([CH3:7])=[C:5]([CH3:8])[N:4]=[C:3]1[CH3:9].[CH3:10][I:11]>ClCCl>[I-:11].[CH3:1][N+:2]1[C:6]([CH3:7])=[C:5]([CH3:8])[N:4]([CH3:10])[C:3]=1[CH3:9] |f:3.4|. Yields the product [I-].C[N+]1=C(N(C(=C1C)C)C)C (1,2,3,4,5-pentamethylimidazolium iodide). Procedure details: 1,2,4,5-tetramethylimidazole was treated with 3 to 4 molar equivalents of methyl iodide in dichloromethane solvent and refluxed for three hours. The solvent was then removed by vacuum to yield 1,2,3,4,5-pentamethylimidazolium iodide which was used in the Solvent: ClCCl (dichloromethane). Starting materials: CN1C(=NC(=C1C)C)C (1,2,4,5-tetramethylimidazole), CI (methyl iodide). Starting materials: C(C1=CC=CC=C1)OC1=C(C=C(C=C1)CCOC1=CC=C(C=C1)CCNC[C@H](O[Si](C)(C)C(C)(C)C)C1=CC(=CC(=C1)OCC1=CC=CC=C1)OCC1=CC=CC=C1)[C@H](CCN(C(C)C)C(C)C)C1=CC=CC=C1 ((3R)-3-[2-(benzyloxy)-5-{2-[4-(2-{[(2R)-2-[3,5-bis(benzyloxy)phenyl]-2-{[tert-butyl(dimethyl)silyl]oxy}ethyl]amino}ethyl)phenoxy]ethyl}phenyl]-N,N-diisopropyl-3-phenylpropan-1-amine), C(=O)[O-].[NH4+] (ammonium formate). Reagents/catalysts: [OH-].[OH-].[Pd+2] (palladium hydroxide on carbon). Run in CO (methanol). Run at temperature 90 celsius. Yields the product [Si](C)(C)(C(C)(C)C)O[C@@H](CNCCC1=CC=C(C=C1)OCCC1=CC(=C(C=C1)O)[C@H](CCN(C(C)C)C(C)C)C1=CC=CC=C1)C=1C=C(C=C(C1)O)O (5-[(1R)-1-{[tert-butyl(dimethyl)silyl]oxy}-2-({2-[4-(2-{3-[(1R)-3-(diisopropylamino)-1-phenylpropyl]-4-hydroxyphenyl}ethoxy)phenyl]ethyl}amino)ethyl]benzene-1,3-diol). RXN SMILES: C([O:8][C:9]1[CH:14]=[CH:13][C:12]([CH2:15][CH2:16][O:17][C:18]2[CH:23]=[CH:22][C:21]([CH2:24][CH2:25][NH:26][CH2:27][C@@H:28]([C:37]3[CH:42]=[C:41]([O:43]CC4C=CC=CC=4)[CH:40]=[C:39]([O:51]CC4C=CC=CC=4)[CH:38]=3)[O:29][Si:30]([C:33]([CH3:36])([CH3:35])[CH3:34])([CH3:32])[CH3:31])=[CH:20][CH:19]=2)=[CH:11][C:10]=1[C@@H:59]([C:69]1[CH:74]=[CH:73][CH:72]=[CH:71][CH:70]=1)[CH2:60][CH2:61][N:62]([CH:66]([CH3:68])[CH3:67])[CH:63]([CH3:65])[CH3:64])C1C=CC=CC=1.C([O-])=O.[NH4+]>CO.[OH-].[OH-].[Pd+2]>[Si:30]([O:29][C@H:28]([C:37]1[CH:42]=[C:41]([OH:43])[CH:40]=[C:39]([OH:51])[CH:38]=1)[CH2:27][NH:26][CH2:25][CH2:24][C:21]1[CH:22]=[CH:23][C:18]([O:17][CH2:16][CH2:15][C:12]2[CH:13]=[CH:14][C:9]([OH:8])=[C:10]([C@@H:59]([C:69]3[CH:74]=[CH:73][CH:72]=[CH:71][CH:70]=3)[CH2:60][CH2:61][N:62]([CH:63]([CH3:65])[CH3:64])[CH:66]([CH3:68])[CH3:67])[CH:11]=2)=[CH:19][CH:20]=1)([C:33]([CH3:36])([CH3:34])[CH3:35])([CH3:32])[CH3:31] |f:1.2,4.5.6|. Procedure: (3R)-3-[2-(benzyloxy)-5-{2-[4-(2-{[(2R)-2-[3,5-bis(benzyloxy)phenyl]-2-{[tert-butyl(dimethyl)silyl]oxy}ethyl]amino}ethyl)phenoxy]ethyl}phenyl]-N,N-diisopropyl-3-phenylpropan-1-amine (Preparation 43, 346 mg, 0.30 mmol) was dissolved in methanol (30 ml) and ammonium formate (380 mg, 6.1 mmol) and 20% palladium hydroxide on carbon (43 mg) added. The stirred reaction was then heated at 90° C. for 2 hours. After cooling to room temperature, mixture was filtered and solvent removed in vacuo. The resid... Starting materials: CC(=O)CC(C)C, CCOC(=O)c1c(Cl)cc(C(F)(F)F)nc1C(F)(F)F, [K+], [K+], O=[N+]([O-])c1ccc(O)cc1, O=C([O-])[O-]. The product is CCOC(=O)c1c(Oc2ccc([N+](=O)[O-])cc2)cc(C(F)(F)F)nc1C(F)(F)F. Reaction SMILES: [CH2:37]([C:38]([CH3:39])=[O:40])[CH:41]([CH3:42])[CH3:43].[F:1][C:2]([c:3]1[n:4][c:5]([C:15]([F:16])([F:17])[F:18])[cH:6][c:7]([Cl:14])[c:8]1[C:9](=[O:10])[O:11][CH2:12][CH3:13])([F:19])[F:20].[K+:31].[K+:32].[N+:21](=[O:22])([O-:23])[c:24]1[cH:25][cH:26][c:27]([OH:30])[cH:28][cH:29]1.[O-:33][C:34]([O-:35])=[O:36]>>[F:1][C:2]([c:3]1[n:4][c:5]([C:15]([F:16])([F:17])[F:18])[cH:6][c:7]([O:30][c:27]2[cH:26][cH:25][c:24]([N+:21](=[O:22])[O-:23])[cH:29][cH:28]2)[c:8]1[C:9](=[O:10])[O:11][CH2:12][CH3:13])([F:19])[F:20]. Reactants: BrB(Br)Br, CCC(=O)NCCC1CCc2cc(Br)c(OC)cc21, ClCCl. The product is CCC(=O)NCCC1CCc2cc(Br)c(O)cc21. RXN SMILES: [B:20]([Br:21])([Br:22])[Br:23].[Br:1][c:2]1[cH:3][c:4]2[c:8]([cH:9][c:10]1[O:11][CH3:12])[CH:7]([CH2:13][CH2:14][NH:15][C:16]([CH2:17][CH3:18])=[O:19])[CH2:6][CH2:5]2.[Cl:24][CH2:25][Cl:26]>>[Br:1][c:2]1[cH:3][c:4]2[c:8]([cH:9][c:10]1[OH:11])[CH:7]([CH2:13][CH2:14][NH:15][C:16]([CH2:17][CH3:18])=[O:19])[CH2:6][CH2:5]2. The reactants are C(#N)C=1C(=NN2C1N=CC=C2CN(C(C(F)(F)F)=O)C)C2=CC=C(C=C2)OC2=CC=CC=C2 (N-((3-cyano-2-(4-phenoxyphenyl)pyrazolo[1,5-a]pyrimidin-7-yl)methyl)-2,2,2-trifluoro-N-methylacetamide), [BH4-].[Na+] (NaBH4). The solvent is CCO (EtOH). Conditions: time 30 minute. Yields the product CNCC1CCNC=2N1N=C(C2C#N)C2=CC=C(C=C2)OC2=CC=CC=C2 (7-((Methylamino)methyl)-2-(4-phenoxyphenyl)-4,5,6,7-tetrahydropyrazolo[1,5-a]pyrimidine-3-carbonitrile). Isolated yield 62.5%. Reaction SMILES: [C:1]([C:3]1[C:4]([C:21]2[CH:26]=[CH:25][C:24]([O:27][C:28]3[CH:33]=[CH:32][CH:31]=[CH:30][CH:29]=3)=[CH:23][CH:22]=2)=[N:5][N:6]2[C:11]([CH2:12][N:13](C)[C:14](=O)C(F)(F)F)=[CH:10][CH:9]=[N:8][C:7]=12)#[N:2].[BH4-].[Na+]>CCO>[CH3:14][NH:13][CH2:12][CH:11]1[N:6]2[N:5]=[C:4]([C:21]3[CH:26]=[CH:25][C:24]([O:27][C:28]4[CH:33]=[CH:32][CH:31]=[CH:30][CH:29]=4)=[CH:23][CH:22]=3)[C:3]([C:1]#[N:2])=[C:7]2[NH:8][CH2:9][CH2:10]1 |f:1.2|. Reported procedure: To a solution of N-((3-cyano-2-(4-phenoxyphenyl)pyrazolo[1,5-a]pyrimidin-7-yl)methyl)-2,2,2-trifluoro-N-methylacetamide (40 mg, 0.089 mmol) in 15 mL of EtOH was added NaBH4 (50 mg). After stirring at rt for 30 mins, the mixture was concentrated. The residue was partitioned between 20 mL of water and 20 mL of EA. The EA layer was concentrated and purified by Pre-TLC (DCM/MeOH=5/1) to give a white solid (20 mg, 63%). MS (ESI) m/e [M+1]+ 359.9. Starting materials: CC(C)[Mg+], [Cl-], ClCCl, COc1ccc(O)cc1F, C1CCOC1, O=C1C(=O)N(C(c2ccccc2)c2ccccc2)c2ccccc21. Yields the product COc1cc(C2(O)C(=O)N(C(c3ccccc3)c3ccccc3)c3ccccc32)c(O)cc1F. As a reaction SMILES: [CH:12]([Mg+:13])([CH3:14])[CH3:15].[Cl-:11].[Cl:45][CH2:46][Cl:47].[F:1][c:2]1[cH:3][c:4]([OH:10])[cH:5][cH:6][c:7]1[O:8][CH3:9].[O:40]1[CH2:41][CH2:42][CH2:43][CH2:44]1.[c:16]1([CH:22]([N:23]2[C:24](=[O:33])[C:25](=[O:32])[c:26]3[cH:27][cH:28][cH:29][cH:30][c:31]32)[c:34]2[cH:35][cH:36][cH:37][cH:38][cH:39]2)[cH:17][cH:18][cH:19][cH:20][cH:21]1>>[F:1][c:2]1[cH:3][c:4]([OH:10])[c:5]([C:25]2([OH:32])[C:24](=[O:33])[N:23]([CH:22]([c:16]3[cH:17][cH:18][cH:19][cH:20][cH:21]3)[c:34]3[cH:35][cH:36][cH:37][cH:38][cH:39]3)[c:31]3[c:26]2[cH:27][cH:28][cH:29][cH:30]3)[cH:6][c:7]1[O:8][CH3:9]. The reactants are ClCCl, COc1ccc(C(=O)c2cnc3c(C(F)(F)F)cccc3c2-c2ccccc2)cc1, Cl, Cl, c1ccncc1. Product: O=C(c1ccc(O)cc1)c1cnc2c(C(F)(F)F)cccc2c1-c1ccccc1. Reaction SMILES: [CH2:39]([Cl:40])[Cl:41].[CH3:1][O:2][c:3]1[cH:4][cH:5][c:6]([C:9](=[O:10])[c:11]2[cH:12][n:13][c:14]3[c:15]([C:27]([F:28])([F:29])[F:30])[cH:16][cH:17][cH:18][c:19]3[c:20]2-[c:21]2[cH:22][cH:23][cH:24][cH:25][cH:26]2)[cH:7][cH:8]1.[ClH:31].[ClH:38].[n:32]1[cH:33][cH:34][cH:35][cH:36][cH:37]1>>[OH:2][c:3]1[cH:4][cH:5][c:6]([C:9](=[O:10])[c:11]2[cH:12][n:13][c:14]3[c:15]([C:27]([F:28])([F:29])[F:30])[cH:16][cH:17][cH:18][c:19]3[c:20]2-[c:21]2[cH:22][cH:23][cH:24][cH:25][cH:26]2)[cH:7][cH:8]1. The reactants are O=C([O-])[O-], CNCc1ccccc1, CCOC(C)=O, Cc1cc(C)c2c(c1C)OC(C)(CI)C2, [K+], [K+], O. Yields the product Cc1cc(C)c2c(c1C)OC(C)(CN(C)Cc1ccccc1)C2. RXN SMILES: [C:10](=[O:11])([O-:12])[O-:13].[CH3:1][NH:2][CH2:3][c:4]1[cH:5][cH:6][cH:7][cH:8][cH:9]1.[CH3:32][CH2:33][O:34][C:35](=[O:36])[CH3:37].[I:16][CH2:17][C:18]1([CH3:30])[O:19][c:20]2[c:21]([c:23]([CH3:29])[cH:24][c:25]([CH3:28])[c:26]2[CH3:27])[CH2:22]1.[K+:14].[K+:15].[OH2:31]>>[CH3:1][N:2]([CH2:3][c:4]1[cH:5][cH:6][cH:7][cH:8][cH:9]1)[CH2:17][C:18]1([CH3:30])[O:19][c:20]2[c:21]([c:23]([CH3:29])[cH:24][c:25]([CH3:28])[c:26]2[CH3:27])[CH2:22]1. RXN SMILES: [CH3:28][CH2:29][OH:30].[NH2:1][c:2]1[c:3]([F:25])[c:4]([F:24])[c:5]2[c:6]3[n:7]([cH:14][c:15]([C:19](=[O:20])[O:21][CH2:22][CH3:23])[c:16](=[O:18])[c:17]13)[CH2:8][C:9]1([CH2:10][CH2:11][CH2:12]1)[O:13]2.[Na+:27].[OH-:26]>>[NH2:1][c:2]1[c:3]([F:25])[c:4]([F:24])[c:5]2[c:6]3[n:7]([cH:14][c:15]([C:19](=[O:20])[OH:21])[c:16](=[O:18])[c:17]13)[CH2:8][C:9]1([CH2:10][CH2:11][CH2:12]1)[O:13]2. The reactants are CCO, CCOC(=O)c1cn2c3c(c(F)c(F)c(N)c3c1=O)OC1(CCC1)C2, [Na+], [OH-]. The product is Nc1c(F)c(F)c2c3c1c(=O)c(C(=O)O)cn3CC1(CCC1)O2.